From a dataset of the Open Reaction Database (ORD), a public repository of structured organic reaction records. describe an organic reaction: reactants, conditions, products, and yield Reactants: [Mn] (Manganese), solution, C([C@@H]1[C@@H]2[C@@H]([C@H]([C@H](O1)O[C@@H]3[C@H](O[C@@H]([C@@H]([C@H]3O)O)O[C@@H]4[C@H](O[C@@H]([C@@H]([C@H]4O)O)O[C@@H]5[C@H](OC([C@@H]([C@H]5O)O)OC6[C@H](OC([C@@H]([C@H]6O)O)C7[C@H](OC([C@@H]([C@H]7O)O)O[C@@H]8[C@H](O[C@@H]([C@@H]([C@H]8O)O)O[C@@H]9[C@H](O[C@H](O2)[C@@H]([C@H]9O)O)CO)CO)CO)CO)CO)CO)CO)O)O)O (γ-cylodextrin), [Mn] (manganese). Product: C([C@@H]1[C@@H]2[C@@H]([C@H]([C@H](O1)O[C@@H]3[C@H](O[C@@H]([C@@H]([C@H]3O)O)O[C@@H]4[C@H](O[C@@H]([C@@H]([C@H]4O)O)O[C@@H]5[C@H](OC([C@@H]([C@H]5O)O)OC6[C@H](OC([C@@H]([C@H]6O)O)C7[C@H](OC([C@@H]([C@H]7O)O)O[C@@H]8[C@H](O[C@@H]([C@@H]([C@H]8O)O)O[C@@H]9[C@H](O[C@H](O2)[C@@H]([C@H]9O)O)CO)CO)CO)CO)CO)CO)CO)O)O)O.[Mn] (γ-Cyclodextrin Manganese). Reaction SMILES: [Mn:1].[CH2:2]([OH:88])[C@H:3]1[O:8][C@@H:7]2[O:9][C@H:10]3[C@H:15]([OH:16])[C@@H:14]([OH:17])[C@@H:13]([O:18][C@H:19]4[C@H:24]([OH:25])[C@@H:23]([OH:26])[C@@H:22]([O:27][C@H:28]5[C@H:33]([OH:34])[C@@H:32]([OH:35])[CH:31]([O:36][CH:37]6[C@H:42]([OH:43])[C@@H:41]([OH:44])[CH:40]([CH:45]7[C@H:50]([OH:51])[C@@H:49]([OH:52])[CH:48]([O:53][C@H:54]8[C@H:59]([OH:60])[C@@H:58]([OH:61])[C@@H:57]([O:62][C@H:63]9[C@H:69]([OH:70])[C@@H:68]([OH:71])[C@@H:66]([O:67][C@H:4]1[C@H:5]([OH:87])[C@H:6]2[OH:86])[O:65][C@@H:64]9[CH2:72][OH:73])[O:56][C@@H:55]8[CH2:74][OH:75])[O:47][C@@H:46]7[CH2:76][OH:77])[O:39][C@@H:38]6[CH2:78][OH:79])[O:30][C@@H:29]5[CH2:80][OH:81])[O:21][C@@H:20]4[CH2:82][OH:83])[O:12][C@@H:11]3[CH2:84][OH:85]>>[CH2:2]([OH:88])[C@H:3]1[O:8][C@@H:7]2[O:9][C@H:10]3[C@H:15]([OH:16])[C@@H:14]([OH:17])[C@@H:13]([O:18][C@H:19]4[C@H:24]([OH:25])[C@@H:23]([OH:26])[C@@H:22]([O:27][C@H:28]5[C@H:33]([OH:34])[C@@H:32]([OH:35])[CH:31]([O:36][CH:37]6[C@H:42]([OH:43])[C@@H:41]([OH:44])[CH:40]([CH:45]7[C@H:50]([OH:51])[C@@H:49]([OH:52])[CH:48]([O:53][C@H:54]8[C@H:59]([OH:60])[C@@H:58]([OH:61])[C@@H:57]([O:62][C@H:63]9[C@H:69]([OH:70])[C@@H:68]([OH:71])[C@@H:66]([O:67][C@H:4]1[C@H:5]([OH:87])[C@H:6]2[OH:86])[O:65][C@@H:64]9[CH2:72][OH:73])[O:56][C@@H:55]8[CH2:74][OH:75])[O:47][C@@H:46]7[CH2:76][OH:77])[O:39][C@@H:38]6[CH2:78][OH:79])[O:30][C@@H:29]5[CH2:80][OH:81])[O:21][C@@H:20]4[CH2:82][OH:83])[O:12][C@@H:11]3[CH2:84][OH:85].[Mn:1] |f:2.3|. Procedure details: 23 g of a manganese-based drier, Manganese CEM-ALL® 12% solution (OM Group, Inc.) was added to the above-noted γ-cylodextrin solution. A brown precipitate formed upon addition of the drier. The mixture was stirred for at least 16 hours. The precipitate was filtered off under reduced pressure. The filtrate was light yellow coloured. The precipitate was dried under reduced pressure (around 19 InHg) at 50-60° C. The FTIR spectrum of the resultant inclusion complex is provided in FIG. 1(d). The reactants are O1C(CCCC1)N1N=C(C2=CC(=CC=C12)C1=NN(C=N1)C(C1=CC=CC=C1)(C1=CC=CC=C1)C1=CC=CC=C1)C=1C=C(C=CC1)NC(C(C)C1CNCCC1)=O (N-(3-{1-Perhydro-2H-pyran-2-yl-5-[1-(triphenylmethyl)(1,2,4-triazol-3-yl)](1H-indazol-3-yl)}phenyl)-3-piperidylpropanamide), Cl (HCl), C(=O)(O)[O-].[Na+] (NaHCO3). Run in O1CCOCC1 (1,4-dioxane). Conditions: time 8 hour. Product: N1N=C(N=C1)C=1C=C2C(=NNC2=CC1)C=1C=C(C=CC1)NC(C(C)C1CNCCC1)=O (N-[3-(5-(1H-1,2,4-Triazol-3-yl)(1H-indazol-3-yl))phenyl]-3-piperidylpropanamide). Yield: 38.0%. Reaction SMILES: O1CCCCC1[N:7]1[C:15]2[C:10](=[CH:11][C:12]([C:16]3[N:20]=[CH:19][N:18](C(C4C=CC=CC=4)(C4C=CC=CC=4)C4C=CC=CC=4)[N:17]=3)=[CH:13][CH:14]=2)[C:9]([C:40]2[CH:41]=[C:42]([NH:46][C:47](=[O:56])[CH:48]([CH:50]3[CH2:55][CH2:54][CH2:53][NH:52][CH2:51]3)[CH3:49])[CH:43]=[CH:44][CH:45]=2)=[N:8]1.Cl.C([O-])(O)=O.[Na+]>O1CCOCC1>[NH:18]1[CH:19]=[N:20][C:16]([C:12]2[CH:11]=[C:10]3[C:15](=[CH:14][CH:13]=2)[NH:7][N:8]=[C:9]3[C:40]2[CH:41]=[C:42]([NH:46][C:47](=[O:56])[CH:48]([CH:50]3[CH2:55][CH2:54][CH2:53][NH:52][CH2:51]3)[CH3:49])[CH:43]=[CH:44][CH:45]=2)=[N:17]1 |f:2.3|. Procedure: N-(3-{1-Perhydro-2H-pyran-2-yl-5-[1-(triphenylmethyl)(1,2,4-triazol-3-yl)](1H-indazol-3-yl)}phenyl)-3-piperidylpropanamide was 4 mL of 4.0 N HCl in 1,4-dioxane. The reaction mixture was stirred at room temperature overnight. After neutralization with a saturated aqueous solution of NaHCO3, the crude reaction mixture was evaporated to dryness and purified by preparative HPLC (0.106 g, 38% yield over 2 steps): 1H NMR (CD3OD) δ 8.73 (br s, 1H), 8.35 (br s, 1H), 8.17 (t, 1H), 8.1 (dd, 1H), 7.7–7.6 (... The reactants are solution, FC1=CC=C(CCN2CCC(CCC2)N2C(=O)C(=O)C3=CC=C(C=C23)OC)C=C1 (1-(4-Fluorophenethyl)-4-(6-methoxyisatin-1-yl)homopiperidine), O (water). Run in O1CCCC1 (tetrahydrofuran), O1CCCC1 (tetrahydrofuran). Run at time 11 hour. Product: FC1=CC=C(CCN2CCC(CCC2)N2C=CC3=CC=C(C=C23)OC)C=C1 (1-(4-florophenethyl)-4-(6-methoxyindol-1-yl)homopiperidine). As a reaction SMILES: [F:1][C:2]1[CH:29]=[CH:28][C:5]([CH2:6][CH2:7][N:8]2[CH2:14][CH2:13][CH2:12][CH:11]([N:15]3[C:25]4[C:20](=[CH:21][CH:22]=[C:23]([O:26][CH3:27])[CH:24]=4)[C:18](=O)[C:16]3=O)[CH2:10][CH2:9]2)=[CH:4][CH:3]=1.O>O1CCCC1>[F:1][C:2]1[CH:29]=[CH:28][C:5]([CH2:6][CH2:7][N:8]2[CH2:14][CH2:13][CH2:12][CH:11]([N:15]3[C:25]4[C:20](=[CH:21][CH:22]=[C:23]([O:26][CH3:27])[CH:24]=4)[CH:18]=[CH:16]3)[CH2:10][CH2:9]2)=[CH:4][CH:3]=1. Procedure details: 1-(4-Fluorophenethyl)-4-(6-methoxyisatin-1-yl)homopiperidine (0.4 g) was dissolved in tetrahydrofuran (1.0 ml). Under nitrogen atmosphere, a 2.0 M solution (4.0 ml) of borane-tetrahydrofuran complex in tetrahydrofuran was added dropwise thereinto in a water bath followed by heating under reflux for 3 hr. The reaction solution was ice cooled and water was added thereto. Next, the reaction solution was partitioned between water and ethyl acetate and the organic layer was washed with brine, dried o... Reactants: C[C@@H]1N(CCN(C1)CC1=CC=C(C=C1)[N+](=O)[O-])C(=O)OC(C)(C)C (1,1-Dimethylethyl (2S)-2-methyl-4-[(4-nitrophenyl)methyl]-1-piperazinecarboxylate), [Cl-].[NH4+] (ammonium chloride). Reagents/catalysts: [Fe] (iron). Solvent: CO (MeOH), O (water). Run at temperature 80 celsius, time 2 hour. Yields the product NC1=CC=C(C=C1)CN1C[C@@H](N(CC1)C(=O)OC(C)(C)C)C (1,1-Dimethylethyl (2S)-4-[(4-aminophenyl)methyl]-2-methyl-1-piperazinecarboxylate). The yield is 0.1%. RXN SMILES: [CH3:1][C@H:2]1[CH2:7][N:6]([CH2:8][C:9]2[CH:14]=[CH:13][C:12]([N+:15]([O-])=O)=[CH:11][CH:10]=2)[CH2:5][CH2:4][N:3]1[C:18]([O:20][C:21]([CH3:24])([CH3:23])[CH3:22])=[O:19].[Cl-].[NH4+]>CO.O.[Fe]>[NH2:15][C:12]1[CH:13]=[CH:14][C:9]([CH2:8][N:6]2[CH2:5][CH2:4][N:3]([C:18]([O:20][C:21]([CH3:24])([CH3:23])[CH3:22])=[O:19])[C@@H:2]([CH3:1])[CH2:7]2)=[CH:10][CH:11]=1 |f:1.2|. Reported procedure: To 1,1-dimethylethyl (2S)-2-methyl-4-[(4-nitrophenyl)methyl]-1-piperazinecarboxylate (D1) (15 g, 44.8 mol) in MeOH (150 mL) and water (150 mL) at 80° C. was added ammonium chloride (11.9 g, 0.224 mol) and iron powder (7.5 g, 0.134 mol) with vigorous stirring. The reaction was stirred at 80° C. for 2 h then filtered through Celite®while still hot and the filter cake was washed with further DCM. The filtrate layers were separated and the aqueous layer was washed with DCM (×3). The DCM layers were ... Starting materials: ClC1=C(C=C(C=C1)C1(N(C(SC1)=NC1CCCCC1)C1CCCCC1)O)S(N(C)C)(=O)=O (4-(4-chloro-3-dimethylsulfamoylphenyl)-3-cyclohexyl-2-cyclohexylimino-1,3-thiazolidine-4-ol), Br (hydrobromic acid). Run in CO (methanol). The product is Br.ClC1=C(C=C(C=C1)C1(N(C(SC1)=NC1CCCCC1)C1CCCCC1)O)S(N(C)C)(=O)=O (4-(4-Chloro-3-dimethylsulfamoylphenyl)-3-cyclohexyl-2-cyclohexylimino-1,3-thiazolidine-4-ol-hydrobromide). As a reaction SMILES: [Cl:1][C:2]1[CH:7]=[CH:6][C:5]([C:8]2([OH:26])[CH2:12][S:11][C:10](=[N:13][CH:14]3[CH2:19][CH2:18][CH2:17][CH2:16][CH2:15]3)[N:9]2[CH:20]2[CH2:25][CH2:24][CH2:23][CH2:22][CH2:21]2)=[CH:4][C:3]=1[S:27](=[O:32])(=[O:31])[N:28]([CH3:30])[CH3:29].[BrH:33]>CO>[BrH:33].[Cl:1][C:2]1[CH:7]=[CH:6][C:5]([C:8]2([OH:26])[CH2:12][S:11][C:10](=[N:13][CH:14]3[CH2:15][CH2:16][CH2:17][CH2:18][CH2:19]3)[N:9]2[CH:20]2[CH2:25][CH2:24][CH2:23][CH2:22][CH2:21]2)=[CH:4][C:3]=1[S:27](=[O:32])(=[O:31])[N:28]([CH3:29])[CH3:30] |f:3.4|. Procedure: 2.5 g of 4-(4-chloro-3-dimethylsulfamoylphenyl)-3-cyclohexyl-2-cyclohexylimino-1,3-thiazolidine-4-ol were dissolved in 10 ml of methanol and adjusted to pH 3 by adding dropwise 48% hydrobromic acid. The solvent was distilled off under reduced pressure and the amorphous end product was crystallized under diethyl ether. Colorless crystals, melting point: 131° C (decomposition). Starting materials: O=C(O)c1ccc(Br)cc1Cl, Cc1ccccc1, [Na+], [Na+], O=C([O-])[O-], OB(O)c1ccc(F)cc1, [Pd], c1ccc(P(c2ccccc2)c2ccccc2)cc1, c1ccc(P(c2ccccc2)c2ccccc2)cc1, c1ccc(P(c2ccccc2)c2ccccc2)cc1, c1ccc(P(c2ccccc2)c2ccccc2)cc1. The product is O=C(O)c1ccc(-c2ccc(F)cc2)cc1Cl. RXN SMILES: [Br:1][c:2]1[cH:3][c:4]([Cl:11])[c:5]([C:6](=[O:7])[OH:8])[cH:9][cH:10]1.[CH3:28][c:29]1[cH:30][cH:31][cH:32][cH:33][cH:34]1.[Na+:22].[Na+:23].[O-:24][C:25](=[O:26])[O-:27].[OH:12][B:13]([OH:14])[c:15]1[cH:16][cH:17][c:18]([F:19])[cH:20][cH:21]1.[Pd:111].[c:35]1([P:36]([c:37]2[cH:38][cH:39][cH:40][cH:41][cH:42]2)[c:43]2[cH:44][cH:45][cH:46][cH:47][cH:48]2)[cH:49][cH:50][cH:51][cH:52][cH:53]1.[c:54]1([P:55]([c:56]2[cH:57][cH:58][cH:59][cH:60][cH:61]2)[c:62]2[cH:63][cH:64][cH:65][cH:66][cH:67]2)[cH:68][cH:69][cH:70][cH:71][cH:72]1.[c:73]1([P:74]([c:75]2[cH:76][cH:77][cH:78][cH:79][cH:80]2)[c:81]2[cH:82][cH:83][cH:84][cH:85][cH:86]2)[cH:87][cH:88][cH:89][cH:90][cH:91]1.[c:92]1([P:93]([c:94]2[cH:95][cH:96][cH:97][cH:98][cH:99]2)[c:100]2[cH:101][cH:102][cH:103][cH:104][cH:105]2)[cH:106][cH:107][cH:108][cH:109][cH:110]1>>[c:2]1(-[c:15]2[cH:16][cH:17][c:18]([F:19])[cH:20][cH:21]2)[cH:3][c:4]([Cl:11])[c:5]([C:6](=[O:7])[OH:8])[cH:9][cH:10]1. Starting materials: [H-].[Na+] (NaH), OC1CCC(CC1)NC(OC(C)(C)C)=O (tert-butyl N-(4-hydroxycyclohexyl)carbamate), ClC=1C=2C=3[C@@H](CCCC3SC2N=CN1)CC(=O)OCC (ethyl 2-[(13S)-3-chloro-8-thia-4,6-diazatricyclo[7.4.0.0[2,7]]trideca-1(9),2(7),3,5-tetraen-13-yl]acetate). Run in C1CCOC1 (THF), C1CCOC1 (THF). Reaction conditions: temperature 60 celsius, time 2 hour. The product is C(C)(C)(C)OC(=O)NC1CCC(CC1)OC=1C=2C=3[C@@H](CCCC3SC2N=CN1)CC(=O)OCC (ethyl 2-[(13S)-3-[(4-[[(tert-butoxy)carbonyl]amino]cyclohexyl)oxy]-8-thia-4,6-diazatricyclo[7.4.0.0[2,7]]trideca-1(9),2(7),3,5-tetraen-13-yl]acetate). Isolated yield 59.8%. RXN SMILES: [H-].[Na+].[OH:3][CH:4]1[CH2:9][CH2:8][CH:7]([NH:10][C:11](=[O:17])[O:12][C:13]([CH3:16])([CH3:15])[CH3:14])[CH2:6][CH2:5]1.Cl[C:19]1[C:20]2[C:21]3[C@H:22]([CH2:32][C:33]([O:35][CH2:36][CH3:37])=[O:34])[CH2:23][CH2:24][CH2:25][C:26]=3[S:27][C:28]=2[N:29]=[CH:30][N:31]=1>C1COCC1>[C:13]([O:12][C:11]([NH:10][CH:7]1[CH2:8][CH2:9][CH:4]([O:3][C:19]2[C:20]3[C:21]4[C@H:22]([CH2:32][C:33]([O:35][CH2:36][CH3:37])=[O:34])[CH2:23][CH2:24][CH2:25][C:26]=4[S:27][C:28]=3[N:29]=[CH:30][N:31]=2)[CH2:5][CH2:6]1)=[O:17])([CH3:14])([CH3:16])[CH3:15] |f:0.1|. Reported procedure: NaH (60% dispersion in mineral oil, 438 mg, 10.95 mmol, 4.00 equiv) was treated with tert-butyl N-(4-hydroxycyclohexyl)carbamate (710 mg, 3.30 mmol, 1.20 equiv) in freshly distilled THF at 50° C. for 30 min under nitrogen. Then a solution of ethyl 2-[(13S)-3-chloro-8-thia-4,6-diazatricyclo[7.4.0.0[2,7]]trideca-1(9),2(7),3,5-tetraen-13-yl]acetate (850 mg, 2.73 mmol, 1.00 equiv) in THF (10 mL) was added via syringe and stirred for 2 h at 60° C. After cooling, the reaction was quenched with brine, ...